This data is from the Open Reaction Database (ORD), a public repository of structured organic reaction records. The task is: describe an organic reaction: reactants, conditions, products, and yield The reactants are C(C)(C)(C)OC(C[C@@H](C(=O)O)C[C@@H](CCCC)C)=O ((S)-2-((R)-2-Methyl-hexyl)-succinic acid 4-tert-butyl ester), CSC.B (borane-dimethyl sulfide), BH3-DMS. Solvent: C1CCOC1 (THF). Product: C(C)(C)(C)OC(C[C@H](C[C@@H](CCCC)C)CO)=O ((3S,5R)-3-Hydroxymethyl-5-methyl-nonanoic acid tert-butyl ester). As a reaction SMILES: [C:1]([O:5][C:6](=[O:19])[CH2:7][C@H:8]([CH2:12][C@H:13]([CH3:18])[CH2:14][CH2:15][CH2:16][CH3:17])[C:9](O)=[O:10])([CH3:4])([CH3:3])[CH3:2].CSC.B>C1COCC1>[C:1]([O:5][C:6](=[O:19])[CH2:7][C@@H:8]([CH2:9][OH:10])[CH2:12][C@H:13]([CH3:18])[CH2:14][CH2:15][CH2:16][CH3:17])([CH3:2])([CH3:4])[CH3:3] |f:1.2|. Procedure details: To a solution of the crude acid 139 (6.14 mmol) in 30 mL THF at 0° C. was added borane-dimethyl sulfide complex (2.0 M soln in THF, 4.6 mL, 9.2 mmol), and the mixture was allowed to warm slowly to ambient temperature overnight. Additional BH3-DMS was added until the acid was completely consumed (ca. 5 mL). The reaction was quenched by addition of MeOH, then partitioned between Et2O and sat. NaHCO3 (aq). The phases were separated, and the organic phase washed with brine, dried (MgSO4), and concen... Starting materials: [Al+3], [H-], [H-], [H-], [H-], [Li+], [Na+], [OH-], O, O=C(O)CCCCCCCCCC=Cc1cccs1. Product: OCCCCCCCCCCC=Cc1cccs1. Reaction SMILES: [Al+3:2].[H-:1].[H-:4].[H-:5].[H-:6].[Li+:3].[Na+:27].[OH-:26].[OH2:28].[s:7]1[c:8]([CH:12]=[CH:13][CH2:14][CH2:15][CH2:16][CH2:17][CH2:18][CH2:19][CH2:20][CH2:21][CH2:22][C:23](=[O:24])[OH:25])[cH:9][cH:10][cH:11]1>>[s:7]1[c:8]([CH:12]=[CH:13][CH2:14][CH2:15][CH2:16][CH2:17][CH2:18][CH2:19][CH2:20][CH2:21][CH2:22][CH2:23][OH:24])[cH:9][cH:10][cH:11]1.